From a dataset of the Open Reaction Database (ORD), a public repository of structured organic reaction records. describe an organic reaction: reactants, conditions, products, and yield Reactants: CCOC(=O)CCCOc1cccc(-c2ccccc2)c1, [Li+], C1COCCO1, [OH-], O, O. Product: O=C(O)CCCOc1cccc(-c2ccccc2)c1. As a reaction SMILES: [CH2:1]([CH3:2])[O:3][C:4]([CH2:5][CH2:6][CH2:7][O:8][c:9]1[cH:10][c:11](-[c:15]2[cH:16][cH:17][cH:18][cH:19][cH:20]2)[cH:12][cH:13][cH:14]1)=[O:21].[Li+:24].[O:26]1[CH2:27][CH2:28][O:29][CH2:30][CH2:31]1.[OH-:23].[OH2:22].[OH2:25]>>[O:3]=[C:4]([CH2:5][CH2:6][CH2:7][O:8][c:9]1[cH:10][c:11](-[c:15]2[cH:16][cH:17][cH:18][cH:19][cH:20]2)[cH:12][cH:13][cH:14]1)[OH:21]. The reactants are [PH2](=O)[O-].[Na+] (sodium hypophosphite), [N+](=O)([O-])C1=C(C=CC(=C1)Cl)CC(=O)OC (Methyl (2-nitro-4-chlorophenyl)acetate), [PH2](=O)[O-].[Na+] (sodium hypophosphite). Reagents/catalysts: [Pd] (Pd/C). Solvent: O (water), CS(=O)C (dimethyl sulfoxide), O1CCCC1 (tetrahydrofuran). Reaction conditions: time 1 hour. Yields the product ClC1=CC(=C(C=C1)CC(=O)OC)NO (Methyl (4-chloro-2-[N-hydroxyamino] phenyl)acetate). Isolated yield 110.3%. Reaction SMILES: [N+:1]([C:4]1[CH:9]=[C:8]([Cl:10])[CH:7]=[CH:6][C:5]=1[CH2:11][C:12]([O:14][CH3:15])=[O:13])([O-])=[O:2].[PH2]([O-])=O.[Na+]>O1CCCC1.CS(C)=O.O.[Pd]>[Cl:10][C:8]1[CH:7]=[CH:6][C:5]([CH2:11][C:12]([O:14][CH3:15])=[O:13])=[C:4]([NH:1][OH:2])[CH:9]=1 |f:1.2|. Reported procedure: Methyl (2-nitro-4-chlorophenyl)acetate (5.0 g, 21.7 mmol) was dissolved in 250 ml of tetrahydrofuran and 15 ml of dimethyl sulfoxide. To this was added 900 mg of 10% Pd/C. A solution of 5.38 g of sodium hypophosphite in 18 ml of water was added dropwise over a 40 minute period. After stirring for 4 hours another 2.68 g of sodium hypophosphite (in 8 ml of water) was added over a 10 minute period. After stirring for one hour the reaction mixture was filtered through Celite and the filtrate diluted... Reactants: IC1=CC2=C(C3=CC=CC=C3C(=C2C=C1)C1=CC=CC=C1)C1=CC=CC=C1 (2-iodo-9,10-diphenylanthracene), C1=CC=C(C=2SC3=C(C21)C=CC=C3)C=3C=CC=2NC1=CC=CC=C1C2C3 (3-(dibenzothiophen-4-yl)-9H-carbazole), CC(C)([O-])C.[Na+] (sodium tert-butoxide), C(C)(C)(C)P(C(C)(C)C)C(C)(C)C (tri(tert-butyl)phosphine). The reagents and catalysts are C=1C=CC(=CC1)/C=C/C(=O)/C=C/C2=CC=CC=C2.C=1C=CC(=CC1)/C=C/C(=O)/C=C/C2=CC=CC=C2.[Pd] (bis(dibenzylideneacetone)palladium(0)). Solvent: CCCCCC (hexane), C1(=CC=CC=C1)C (toluene). Yields the product C1=CC=C(C=2SC3=C(C21)C=CC=C3)C=3C=CC=2N(C1=CC=CC=C1C2C3)C3=CC2=C(C1=CC=CC=C1C(=C2C=C3)C3=CC=CC=C3)C3=CC=CC=C3 (3-(dibenzothiophen-4-yl)-9-(9,10-diphenyl-2-anthryl)-9H-carbazole). Yield: 76.0%. As a reaction SMILES: I[C:2]1[CH:15]=[CH:14][C:13]2[C:4](=[C:5]([C:22]3[CH:27]=[CH:26][CH:25]=[CH:24][CH:23]=3)[C:6]3[C:11]([C:12]=2[C:16]2[CH:21]=[CH:20][CH:19]=[CH:18][CH:17]=2)=[CH:10][CH:9]=[CH:8][CH:7]=3)[CH:3]=1.[CH:28]1[C:36]2[C:35]3[CH:37]=[CH:38][CH:39]=[CH:40][C:34]=3[S:33][C:32]=2[C:31]([C:41]2[CH:42]=[CH:43][C:44]3[NH:45][C:46]4[C:51]([C:52]=3[CH:53]=2)=[CH:50][CH:49]=[CH:48][CH:47]=4)=[CH:30][CH:29]=1.CC(C)([O-])C.[Na+].C(P(C(C)(C)C)C(C)(C)C)(C)(C)C>C1C=CC(/C=C/C(/C=C/C2C=CC=CC=2)=O)=CC=1.C1C=CC(/C=C/C(/C=C/C2C=CC=CC=2)=O)=CC=1.[Pd].CCCCCC.C1(C)C=CC=CC=1>[CH:28]1[C:36]2[C:35]3[CH:37]=[CH:38][CH:39]=[CH:40][C:34]=3[S:33][C:32]=2[C:31]([C:41]2[CH:42]=[CH:43][C:44]3[N:45]([C:15]4[CH:2]=[CH:3][C:4]5[C:13](=[C:12]([C:16]6[CH:21]=[CH:20][CH:19]=[CH:18][CH:17]=6)[C:11]6[C:6]([C:5]=5[C:22]5[CH:23]=[CH:24][CH:25]=[CH:26][CH:27]=5)=[CH:7][CH:8]=[CH:9][CH:10]=6)[CH:14]=4)[C:46]4[C:51]([C:52]=3[CH:53]=2)=[CH:50][CH:49]=[CH:48][CH:47]=4)=[CH:30][CH:29]=1 |f:2.3,5.6.7|. Procedure: To a 100-mL three-neck flask were added 1.4 g (3.0 mmol) of 2-iodo-9,10-diphenylanthracene, 1.1 g (3.0 mmol) of 3-(dibenzothiophen-4-yl)-9H-carbazole, and 0.86 g (9.0 mmol) of sodium tert-butoxide. After the air in the flask was replaced with nitrogen, to this mixture were added 20 mL of toluene and 0.2 mL of tri(tert-butyl)phosphine (a 10 wt % hexane solution). This mixture was degassed by being stirred while the pressure was reduced. After the degassing, 86 mg (0.15 mmol) of bis(dibenzylidenea... The reactants are C(C)(C)O (Isopropanol), C(C(=O)Cl)(=O)Cl (oxalyl chloride). Conditions: time 2 hour. Product: C(C)(C)OC(C(=O)Cl)=O (Chloro-oxo-acetic Acid Isopropyl Ester). Reaction SMILES: [CH:1]([OH:4])([CH3:3])[CH3:2].[C:5](Cl)(=[O:9])[C:6]([Cl:8])=[O:7]>>[CH:1]([O:4][C:5](=[O:9])[C:6]([Cl:8])=[O:7])([CH3:3])[CH3:2]. Procedure details: Isopropanol (158 μL, 2.1 mmol, 1.0 eq.) was added dropwise over 5 minutes to oxalyl chloride (350 μL, 4.14 mmol 2.0 eq.) at 0° C., and the resulting mixture was stirred at room temperature for 2 hours. The excess oxalyl chloride was removed by rotary evaporation (40° C., 50 mmHg) and used without further purification.